Dataset: the Open Reaction Database (ORD), a public repository of structured organic reaction records. Task: describe an organic reaction: reactants, conditions, products, and yield Reactants: N[C@@H](C(=O)O)CC1=CC2=CC=CC=C2C=C1 ((2R)-2-Amino-3-(2-naphthyl)propionic acid), S(=O)(Cl)Cl (thionylchloride), C(C)(C)(C)OC(NCC=O)=O ((2-Oxoethyl)carbamic acid tert-butyl ester), C(#N)[BH3-].[Na+] (sodium cyanoborohydride). Solvent: CO (methanol). Reaction conditions: time 8 hour. Yields the product COC([C@@H](CC1=CC2=CC=CC=C2C=C1)NCCNC(=O)OC(C)(C)C)=O ((2R)-2-((2-(tert-butoxycarbonylamino)ethyl)amino)-3-(2-naphthyl)propionic acid methylester). Isolated yield 41.4%. Reaction SMILES: [NH2:1][C@H:2]([CH2:6][C:7]1[CH:16]=[CH:15][C:14]2[C:9](=[CH:10][CH:11]=[CH:12][CH:13]=2)[CH:8]=1)[C:3]([OH:5])=[O:4].S(Cl)(Cl)=O.[C:21]([O:25][C:26](=[O:31])[NH:27][CH2:28][CH:29]=O)([CH3:24])([CH3:23])[CH3:22].[C:32]([BH3-])#N.[Na+]>CO>[CH3:32][O:4][C:3](=[O:5])[C@H:2]([NH:1][CH2:29][CH2:28][NH:27][C:26]([O:25][C:21]([CH3:24])([CH3:23])[CH3:22])=[O:31])[CH2:6][C:7]1[CH:16]=[CH:15][C:14]2[C:9](=[CH:10][CH:11]=[CH:12][CH:13]=2)[CH:8]=1 |f:3.4|. Procedure: (2R)-2-Amino-3-(2-naphthyl)propionic acid (5, 0 g, 23 mmol) was added to methanol (150 ml) and thionylchloride (2.0 ml; 23 mmol) was added dropwise and the mixture was stirred overnight and then refluxed for 2.5 h. The solvent was removed in vacuo and the residue was dissolved in a mixture of methanol (95 ml) and acetic acid (5 ml). (2-Oxoethyl)carbamic acid tert-butyl ester (3.4 g, 23 mmol, prepared as in Dueholm et al. Org. Prep. Proced. Int. (1993), 457), sodium cyanoborohydride (1.9 g, 31 mm... Starting materials: C(C)N1N=C(C(=C1)C1=C2C(=NC=C1)NC(=C2)C2=CC(=CC=C2)CN2CCCC2)C2=CC=C(C=C2)N ([4-(1-ethyl-4-{2-[3-(1-pyrrolidinylmethyl)phenyl]-1H-pyrrolo[2,3-b]pyridin-4-yl}-1H-pyrazol-3-yl)phenyl]amine), C(C)N=C=O (ethyl isocyanate). Product: CN(C)CC=1C=C(C=CC1)C1=CC=2C(=NC=CC2C=2C(=NN(C2)CC)C2=CC=C(C=C2)NC(=O)NCC)N1 (N-{4-[4-(2-{3-[(dimethylamino)methyl]phenyl}-1H-pyrrolo[2,3-b]pyridin-4-yl)-1-ethyl-1H-pyrazol-3-yl]phenyl}-N′-ethylurea). Reaction SMILES: [CH2:1]([N:3]1[CH:7]=[C:6]([C:8]2[CH:13]=[CH:12][N:11]=[C:10]3[NH:14][C:15]([C:17]4[CH:22]=[CH:21][CH:20]=[C:19]([CH2:23][N:24]5[CH2:28]CC[CH2:25]5)[CH:18]=4)=[CH:16][C:9]=23)[C:5]([C:29]2[CH:34]=[CH:33][C:32]([NH2:35])=[CH:31][CH:30]=2)=[N:4]1)[CH3:2].[CH2:36]([N:38]=[C:39]=[O:40])[CH3:37]>>[CH3:28][N:24]([CH2:23][C:19]1[CH:18]=[C:17]([C:15]2[NH:14][C:10]3=[N:11][CH:12]=[CH:13][C:8]([C:6]4[C:5]([C:29]5[CH:30]=[CH:31][C:32]([NH:35][C:39]([NH:38][CH2:36][CH3:37])=[O:40])=[CH:33][CH:34]=5)=[N:4][N:3]([CH2:1][CH3:2])[CH:7]=4)=[C:9]3[CH:16]=2)[CH:22]=[CH:21][CH:20]=1)[CH3:25]. Procedure details: Following the procedure described in Example 48 using [4-(1-ethyl-4-{2-[3-(1-pyrrolidinylmethyl)phenyl]-1H-pyrrolo[2,3-b]pyridin-4-yl}-1H-pyrazol-3-yl)phenyl]amine and ethyl isocyanate provided the title compound. ESMS [M+H]+: 534.5 Reactants: [H-].[Na+] (Sodium hydride), ice water, COC=1C=C(C(=O)N2CCN(CC2)C=2C=C3CCC(NC3=CC2)=O)C=CC1OC (6-[4-(3,4-dimethoxybenzoyl)-1-piperazinyl]-3,4-dihydrocarbostyril), C(C)(=O)Cl (acetyl chloride). Solvent: CN(C=O)C (dimethylformamide). Run at time 30 minute. Product: C(C)(=O)N1C(=O)CCC2=CC(=CC=C12)N1CCN(CC1)C(C1=CC(=C(C=C1)OC)OC)=O (1-acetyl-6-[4-(3,4-dimethoxybenzoyl)-1-piperazinyl]-3,4-dihydrocarbostyril). Reaction SMILES: [H-].[Na+].[CH3:3][O:4][C:5]1[CH:6]=[C:7]([CH:27]=[CH:28][C:29]=1[O:30][CH3:31])[C:8]([N:10]1[CH2:15][CH2:14][N:13]([C:16]2[CH:17]=[C:18]3[C:23](=[CH:24][CH:25]=2)[NH:22][C:21](=[O:26])[CH2:20][CH2:19]3)[CH2:12][CH2:11]1)=[O:9].[C:32](Cl)(=[O:34])[CH3:33]>CN(C)C=O>[C:32]([N:22]1[C:23]2[C:18](=[CH:17][C:16]([N:13]3[CH2:12][CH2:11][N:10]([C:8](=[O:9])[C:7]4[CH:27]=[CH:28][C:29]([O:30][CH3:31])=[C:5]([O:4][CH3:3])[CH:6]=4)[CH2:15][CH2:14]3)=[CH:25][CH:24]=2)[CH2:19][CH2:20][C:21]1=[O:26])(=[O:34])[CH3:33] |f:0.1|. Procedure: Sodium hydride (60% in oil, 263 mg) was suspended in dimethylformamide (DMF) (30 ml). To the suspension was added 6-[4-(3,4-dimethoxybenzoyl)-1-piperazinyl]-3,4-dihydrocarbostyril (2 g) and the mixture was stirred at 70° to 80° C. for 30 minutes. After cooling, to the mixture was added slowly acetyl chloride (0.43 m/g) with stirring and under ice-cooling, and the mixture was stirred at the same temperature for 5 minutes. After completion of reaction, the reaction mixture was poured into ice-wate...